This data is from the Open Reaction Database (ORD), a public repository of structured organic reaction records. The task is: describe an organic reaction: reactants, conditions, products, and yield Starting materials: C1(=CC=CC=C1)C1=CC=C(C=C1)/C=C/C1=NC=CC(=C1)C(=O)O ((E)-2-(4-Phenylphenyl)ethenylpyridine-4-carboxylic acid), S(O)(O)(=O)=O.C(C)O (sulfuric acid ethanol). Yields the product C1(=CC=CC=C1)C1=CC=C(C=C1)/C=C/C1=NC=CC(=C1)C(=O)OCC (Ethyl (E)-2-(4-phenylphenyl)ethenylpyridine-4-carboxylate). As a reaction SMILES: [C:1]1([C:7]2[CH:12]=[CH:11][C:10](/[CH:13]=[CH:14]/[C:15]3[CH:20]=[C:19]([C:21]([OH:23])=[O:22])[CH:18]=[CH:17][N:16]=3)=[CH:9][CH:8]=2)[CH:6]=[CH:5][CH:4]=[CH:3][CH:2]=1.S(=O)(=O)(O)O.[CH2:29](O)[CH3:30]>>[C:1]1([C:7]2[CH:8]=[CH:9][C:10](/[CH:13]=[CH:14]/[C:15]3[CH:20]=[C:19]([C:21]([O:23][CH2:29][CH3:30])=[O:22])[CH:18]=[CH:17][N:16]=3)=[CH:11][CH:12]=2)[CH:2]=[CH:3][CH:4]=[CH:5][CH:6]=1 |f:1.2|. Procedure: (E)-2-(4-Phenylphenyl)ethenylpyridine-4-carboxylic acid (3.60 g) and a mixture of concentrated sulfuric acid/ethanol (9:1) were refluxed under heating for 2 hr, and neutralized under ice-cooling. The reaction mixture was partitioned between dichloromethane and water, and the aqueous layer was extracted once with dichloromethane. The organic layers were combined, dried over magnesium sulfate and concentrated to dryness under reduced pressure. The residue was purified by silica gel column chromato... Starting materials: C(C)N(CCN1C=2C=CC=CC2C(C2=CC=CC=C12)=O)CC (10-[2-(diethylamino)ethyl]-9-acridanone), C(C(=O)Cl)(=O)Cl (oxalyl chloride). The solvent is ClCCl (dichloromethane). Reaction conditions: time 1 hour. The product is [Cl-].ClC=1C2=CC=CC=C2[N+](=C2C=CC=CC12)CCN(CC)CC (9-chloro-10-[2-(diethylamino)ethyl]acridinium chloride). As a reaction SMILES: [CH2:1]([N:3]([CH2:21][CH3:22])[CH2:4][CH2:5][N:6]1[C:19]2C(=[CH:15][CH:16]=[CH:17][CH:18]=2)C(=O)[C:12]2[CH:11]=[CH:10][CH:9]=[CH:8][C:7]1=2)[CH3:2].[C:23]([Cl:28])(=O)[C:24]([Cl:26])=O>ClCCl>[Cl-:26].[Cl:28][C:23]1[C:24]2[C:19]([N+:6]([CH2:5][CH2:4][N:3]([CH2:21][CH3:22])[CH2:1][CH3:2])=[C:7]3[C:12]=1[CH:11]=[CH:10][CH:9]=[CH:8]3)=[CH:18][CH:17]=[CH:16][CH:15]=2 |f:3.4|. Procedure: A solution of 11.5 g of 10-[2-(diethylamino)ethyl]-9-acridanone in 250 ml of dichloromethane is treated at -5° and within 0.5 hour with 6.7 ml of oxalyl chloride, stirred at room temperature for 1 hour, the yellow crystals (9-chloro-10-[2-(diethylamino)ethyl]acridinium chloride) which have formed are filtered and washed successively with methylene chloride and petroleum ether. The material obtained is taken up in 200 ml of methanol, treated with 3.6 g of thiosemicarbazide and stirred at room tem... Starting materials: NC=1C(N(C(=CC1)C(C)C)CC(=O)OC(C)(C)C)=O (3-Amino-6-isopropyl-1-(tert-butoxycarbonylmethyl)-2-pyridinone), CN1CCOCC1 (N-methylmorpholine), C1(=CC(=CC=C1)S(=O)(=O)Cl)C (m-toluenesulfonyl chloride). The solvent is C(Cl)Cl (methylene chloride), C(Cl)Cl (methylene chloride). Run at temperature 0 celsius, time 16 hour. Yields the product CC=1C=C(C=CC1)S(=O)(=O)NC=1C(N(C(=CC1)C(C)C)CC(=O)OC(C)(C)C)=O (3-(3-Methylphenylsulfonyl)amino-6-isopropyl-1-(tert-butoxycarbonylmethyl)-2-pyridinone). Isolated yield 87.5%. RXN SMILES: [NH2:1][C:2]1[C:3](=[O:19])[N:4]([CH2:11][C:12]([O:14][C:15]([CH3:18])([CH3:17])[CH3:16])=[O:13])[C:5]([CH:8]([CH3:10])[CH3:9])=[CH:6][CH:7]=1.CN1CCOCC1.[C:27]1([CH3:37])[CH:32]=[CH:31][CH:30]=[C:29]([S:33](Cl)(=[O:35])=[O:34])[CH:28]=1>C(Cl)Cl>[CH3:37][C:27]1[CH:28]=[C:29]([S:33]([NH:1][C:2]2[C:3](=[O:19])[N:4]([CH2:11][C:12]([O:14][C:15]([CH3:17])([CH3:16])[CH3:18])=[O:13])[C:5]([CH:8]([CH3:9])[CH3:10])=[CH:6][CH:7]=2)(=[O:35])=[O:34])[CH:30]=[CH:31][CH:32]=1. Procedure: 3-Amino-6-isopropyl-1-(tert-butoxycarbonylmethyl)-2-pyridinone (assumed to be 3.37 mmol), as prepared in the preceding step, and N-methylmorpholine (1.0 mL, 9.1 mmol) were dissolved in methylene chloride (20 mL) and cooled to 0° C. A solution of m-toluenesulfonyl chloride (0.67 g, 3.5 mmol) in methylene chloride (5 mL) was added and the reaction stirred at ambient temperature for 16 hours. After evaporation in vacuo, the crude product was dissolved in methylene chloride, washed with 10% aqueous ... Starting materials: COC(=O)C1=CC=C(C=C1)C=1C([C@@H]2CC[C@]3([C@@]4(CC[C@@]5([C@@H]([C@H]4CC[C@@H]3[C@]2(CC1)C)[C@@H](CC5)C(=C)C)C(=O)NCCN(CC(=O)OC)CC(=O)OC)C)C)(C)C (dimethyl 2,2′-(2-((1R,3aS,5aR,5bR,7aR,11aS,11bR,13aR,13bR)-9-(4-(methoxycarbonyl)phenyl)-5a,5b,8,8,11a-pentamethyl-1-(prop-1-en-2-yl)-2,3,3a,4,5,5a,5b,6,7,7a,8,11,11a,11b,12,13,13a,13b-octadecahydro-1H-cyclopenta[a]chrysene-3a-carboxamido)ethylazanediyl)diacetate), [OH-].[Na+] (sodium hydroxide). The solvent is O1CCOCC1 (dioxane). Conditions: temperature 78 celsius. The product is C(=O)(O)C1=CC=C(C=C1)C=1C([C@@H]2CC[C@]3([C@@]4(CC[C@@]5([C@@H]([C@H]4CC[C@@H]3[C@]2(CC1)C)[C@@H](CC5)C(=C)C)C(=O)NCCN(CC(=O)O)CC(=O)O)C)C)(C)C (2,2′-(2-((1R,3aS,5aR,5bR,7aR,11aS,11bR,13aR,13bR)-9-(4-carboxyphenyl)-5a,5b,8,8,11a-pentamethyl-1-(prop-1-en-2-yl)-2,3,3a,4,5,5a,5b,6,7,7a,8,11,11a,11b,12,13,13a,13b-octadecahydro-1H-cyclopenta[a]chrysene-3a-carboxamido)ethylazanediyl)diacetic acid). RXN SMILES: C[O:2][C:3]([C:5]1[CH:10]=[CH:9][C:8]([C:11]2[C:12]([CH3:55])([CH3:54])[C@H:13]3[C@:26]([CH3:29])([CH2:27][CH:28]=2)[C@@H:25]2[C@:16]([CH3:53])([C@@:17]4([CH3:52])[C@H:22]([CH2:23][CH2:24]2)[C@H:21]2[C@H:30]([C:33]([CH3:35])=[CH2:34])[CH2:31][CH2:32][C@:20]2([C:36]([NH:38][CH2:39][CH2:40][N:41]([CH2:47][C:48]([O:50]C)=[O:49])[CH2:42][C:43]([O:45]C)=[O:44])=[O:37])[CH2:19][CH2:18]4)[CH2:15][CH2:14]3)=[CH:7][CH:6]=1)=[O:4].[OH-].[Na+]>O1CCOCC1>[C:3]([C:5]1[CH:6]=[CH:7][C:8]([C:11]2[C:12]([CH3:55])([CH3:54])[C@H:13]3[C@:26]([CH3:29])([CH2:27][CH:28]=2)[C@@H:25]2[C@:16]([CH3:53])([C@@:17]4([CH3:52])[C@H:22]([CH2:23][CH2:24]2)[C@H:21]2[C@H:30]([C:33]([CH3:35])=[CH2:34])[CH2:31][CH2:32][C@:20]2([C:36]([NH:38][CH2:39][CH2:40][N:41]([CH2:47][C:48]([OH:50])=[O:49])[CH2:42][C:43]([OH:45])=[O:44])=[O:37])[CH2:19][CH2:18]4)[CH2:15][CH2:14]3)=[CH:9][CH:10]=1)([OH:4])=[O:2] |f:1.2|. Procedure: A mixture of dimethyl 2,2′-(2-((1R,3aS,5aR,5bR,7aR,11aS,11bR,13aR,13bR)-9-(4-(methoxycarbonyl)phenyl)-5a,5b,8,8,11a-pentamethyl-1-(prop-1-en-2-yl)-2,3,3a,4,5,5a,5b,6,7,7a,8,11,11a,11b,12,13,13a,13b-octadecahydro-1H-cyclopenta[a]chrysene-3a-carboxamido)ethylazanediyl)diacetate (17 mg, 0.022 mmol) and 1 N sodium hydroxide (0.112 mL, 0.112 mmol) in dioxane (0.5 mL) was heated up at 78° C. for 3 hours. LCMS indicated the formation of desired product. The reaction mixture was filtered and the clear s... Reactants: Nc1cccc(Cl)c1, ClCCl, O=C(O)C=Cc1ccc([N+](=O)[O-])c(O)c1, O=S(Cl)Cl. The product is O=C(C=Cc1ccc([N+](=O)[O-])c(O)c1)Nc1cccc(Cl)c1. RXN SMILES: [Cl:20][c:21]1[cH:22][c:23]([NH2:24])[cH:25][cH:26][cH:27]1.[Cl:28][CH2:29][Cl:30].[OH:5][c:6]1[cH:7][c:8]([CH:15]=[CH:16][C:17](=[O:18])[OH:19])[cH:9][cH:10][c:11]1[N+:12](=[O:13])[O-:14].[S:1]([Cl:2])([Cl:3])=[O:4]>>[OH:5][c:6]1[cH:7][c:8]([CH:15]=[CH:16][C:17](=[O:19])[NH:24][c:23]2[cH:22][c:21]([Cl:20])[cH:27][cH:26][cH:25]2)[cH:9][cH:10][c:11]1[N+:12](=[O:13])[O-:14]. Starting materials: [NH4+].[Cl-] (NH4Cl), BrC=1C=CC2=C(SCO2)C1 (5-Bromobenzo[d][1,3]oxathiole), CC1(OBOC1(C)C)C (4,4,5,5-Tetramethyl-1,3,2-dioxaborolane), [Li]CCCC (n-BuLi). Solvent: O1CCCC1 (tetrahydrofuran). Conditions: temperature -70 celsius, time 30 minute. The product is O1CSC2=C1C=CC(=C2)B2OC(C(O2)(C)C)(C)C (2-(Benzo[d][1,3]oxathiol-5-yl)-4,4,5,5-tetramethyl-1,3,2-dioxaborolane). Reaction SMILES: Br[C:2]1[CH:3]=[CH:4][C:5]2[O:9][CH2:8][S:7][C:6]=2[CH:10]=1.[Li]CCCC.[CH3:16][C:17]1([CH3:24])[C:21]([CH3:23])([CH3:22])[O:20][BH:19][O:18]1.[NH4+].[Cl-]>O1CCCC1>[O:9]1[C:5]2[CH:4]=[CH:3][C:2]([B:19]3[O:20][C:21]([CH3:23])([CH3:22])[C:17]([CH3:24])([CH3:16])[O:18]3)=[CH:10][C:6]=2[S:7][CH2:8]1 |f:3.4|. Procedure: 5-Bromobenzo[d][1,3]oxathiole (1.0 g, 4.6 mmol, prepared as described in Cabiddu, Salvatore; Cerioni, Giovanni; Cocco, Maria Teresa; Maccioni, Antonio; Plumitallo, Antonio, Journal of Heterocyclic Chemistry 1982, 19, 135-139) was dissolved in dry tetrahydrofuran (12 mL), cooled to −70° C., treated in portions with n-BuLi (2.5 M; 1.9 mL, 4.8 mmol) and stirred at −70° C. for 30 min. 4,4,5,5-Tetramethyl-1,3,2-dioxaborolane (900 mg, 4.8 mmol) was added and stirring was continued for 1.5 h during whi... Reactants: resultant mixture, C(#N)C1OC(CC2=C1C=CC=C2O)C2=CC=CC=C2 (1-cyano-3,4-dihydro-5-hydroxy-3-phenyl-1H-2-benzopyran), C(#N)C1OC(CC2=C1C=CC=C2O)C2=CC=CC=C2 (1-Cyano-3,4-dihydro-5-hydroxy-3-phenyl-1H-2-benzopyran), pyridine hydrobromide perbromide. Solvent: C(C)(=O)O (acetic acid), C(C)(=O)O (acetic acid). The product is BrC1=CC=C(C=2C[C@@H](O[C@H](C21)C#N)C2=CC=CC=C2)O ([1R,3R] 8-Bromo-1-cyano-3,4-dihydro-5-hydroxy-3-phenyl-1H-2-benzopyran). The yield is 28.0%. As a reaction SMILES: [C:1]([CH:3]1[C:8]2[CH:9]=[CH:10][CH:11]=[C:12]([OH:13])[C:7]=2[CH2:6][CH:5]([C:14]2[CH:19]=[CH:18][CH:17]=[CH:16][CH:15]=2)[O:4]1)#[N:2].C1C=C[NH+]=CC=1.[Br:26][Br-]Br>C(O)(=O)C>[Br:26][C:9]1[C:8]2[C@H:3]([C:1]#[N:2])[O:4][C@@H:5]([C:14]3[CH:19]=[CH:18][CH:17]=[CH:16][CH:15]=3)[CH2:6][C:7]=2[C:12]([OH:13])=[CH:11][CH:10]=1 |f:1.2|. Procedure details: A solution of 0.94 g (3.8 mmol) of 1-cyano-3,4-dihydro-5-hydroxy-3-phenyl-1H-2-benzopyran, the product of Step 3 of Example 89 in 10 mL of glacial acetic acid was treated with a solution of 1.2 g (3.8 mmol) of pyridine hydrobromide perbromide in 50 mL of glacial acetic acid and the resultant mixture was stirred for 48 h at ambient temperature. The precipitate was filtered to afford 351 mg (28% yield) of the title compound. An additional 229 mg (18% yield) of the desired product precipitated from...